The task is: describe an organic reaction: reactants, conditions, products, and yield. This data is from the Open Reaction Database (ORD), a public repository of structured organic reaction records. RXN SMILES: N.CO.C[N:5]1[CH:10]=[C:9]([N+:11]([O-:13])=[O:12])[CH:8]=[C:7]([N+]([O-])=O)[C:6]1=O.[C:18]([O:22][C:23]([N:25]1[CH2:30]CC(=O)[CH2:27][CH2:26]1)=[O:24])([CH3:21])([CH3:20])[CH3:19]>>[C:18]([O:22][C:23]([N:25]1[CH2:26][CH2:27][C:6]2[N:5]=[CH:10][C:9]([N+:11]([O-:13])=[O:12])=[CH:8][C:7]=2[CH2:30]1)=[O:24])([CH3:21])([CH3:20])[CH3:19]. Conditions: temperature 70 celsius, time 24 hour. Procedure: 2M solution of NH3 in MeOH (225 mL, 452.25 mmol) was added to a reaction vessel containing 1-methyl-3,5-dinitro-1H-pyridin-2-one (6 g, 30.15 mmol) and 4-oxo-piperidine-1-carboxylic acid tert-butyl ester (6.6 g, 33.15 mmol). The vessel was then sealed and the reaction was stirred for 24 h at 70° C. After the resulting mixture was cooled to RT, the solvent was removed to give crude product as yellow solid. After recrystallization in MeOH, the desired title compound was obtained as tan solid. MS (E... Product: C(C)(C)(C)OC(=O)N1CC=2C=C(C=NC2CC1)[N+](=O)[O-] (3-nitro-7,8-dihydro-5H-[1,6]naphthyridine-6-carboxylic Acid Tert-Butyl Ester). Starting materials: solution, N (NH3), CO (MeOH), CN1C(C(=CC(=C1)[N+](=O)[O-])[N+](=O)[O-])=O (1-methyl-3,5-dinitro-1H-pyridin-2-one), C(C)(C)(C)OC(=O)N1CCC(CC1)=O (4-oxo-piperidine-1-carboxylic acid tert-butyl ester). The product is CCOC(=O)n1c(=O)n(CCCl)c2cc(OC)ccc21. Starting materials: CCOC(=O)n1c(=O)[nH]c2cc(OC)ccc21, ClCCBr, [H-], [Na+], CN(C)C=O, O. RXN SMILES: [CH2:1]([CH3:2])[O:3][C:4](=[O:5])[n:6]1[c:7](=[O:17])[nH:8][c:9]2[c:10]1[cH:11][cH:12][c:13]([O:15][CH3:16])[cH:14]2.[Cl:20][CH2:21][CH2:22][Br:23].[H-:19].[Na+:18].[O:25]=[CH:26][N:27]([CH3:28])[CH3:29].[OH2:24]>>[CH2:1]([CH3:2])[O:3][C:4](=[O:5])[n:6]1[c:7](=[O:17])[n:8]([CH2:22][CH2:21][Cl:20])[c:9]2[c:10]1[cH:11][cH:12][c:13]([O:15][CH3:16])[cH:14]2. Starting materials: O1CCOCC1 (1,4-dioxane), NC1=NC=NC(=C1C#N)NC(C)C1=C(C(=C(C(=C1)Cl)F)Br)OC (4-amino-6-{[1-(3-bromo-5-chloro-4-fluoro-2-methoxyphenyl)ethyl]amino}pyrimidine-5-carbonitrile), CC1(OB(OC1(C)C)C=1C=NC=C(C#N)C1)C (5-(4,4,5,5-tetramethyl-1,3,2-dioxaborolan-2-yl)nicotinonitrile), C([O-])([O-])=O.[Na+].[Na+] (sodium carbonate). Reagents/catalysts: C=1C=CC(=CC1)[P](C=2C=CC=CC2)(C=3C=CC=CC3)[Pd]([P](C=4C=CC=CC4)(C=5C=CC=CC5)C=6C=CC=CC6)([P](C=7C=CC=CC7)(C=8C=CC=CC8)C=9C=CC=CC9)[P](C=1C=CC=CC1)(C=1C=CC=CC1)C=1C=CC=CC1 (tetrakis(triphenylphosphine)palladium(0)). Run in O (water). Run at temperature 90 celsius. The product is NC1=NC=NC(=C1C#N)NC(C)C1=C(C(=C(C(=C1)Cl)F)C=1C=NC=C(C1)C#N)OC (4-Amino-6-({1-[5-chloro-3-(5-cyanopyridin-3-yl)-4-fluoro-2-methoxyphenyl]ethyl}amino)pyrimidine-5-carbonitrile). The yield is 37.0%. As a reaction SMILES: [NH2:1][C:2]1[C:7]([C:8]#[N:9])=[C:6]([NH:10][CH:11]([C:13]2[CH:18]=[C:17]([Cl:19])[C:16]([F:20])=[C:15](Br)[C:14]=2[O:22][CH3:23])[CH3:12])[N:5]=[CH:4][N:3]=1.CC1(C)C(C)(C)OB([C:32]2[CH:33]=[N:34][CH:35]=[C:36]([CH:39]=2)[C:37]#[N:38])O1.C(=O)([O-])[O-].[Na+].[Na+].O1CCOCC1>O.C1C=CC([P]([Pd]([P](C2C=CC=CC=2)(C2C=CC=CC=2)C2C=CC=CC=2)([P](C2C=CC=CC=2)(C2C=CC=CC=2)C2C=CC=CC=2)[P](C2C=CC=CC=2)(C2C=CC=CC=2)C2C=CC=CC=2)(C2C=CC=CC=2)C2C=CC=CC=2)=CC=1>[NH2:1][C:2]1[C:7]([C:8]#[N:9])=[C:6]([NH:10][CH:11]([C:13]2[CH:18]=[C:17]([Cl:19])[C:16]([F:20])=[C:15]([C:32]3[CH:33]=[N:34][CH:35]=[C:36]([C:37]#[N:38])[CH:39]=3)[C:14]=2[O:22][CH3:23])[CH3:12])[N:5]=[CH:4][N:3]=1 |f:2.3.4,^1:57,59,78,97|. Procedure: Into a microwave vial was added 4-amino-6-{[1-(3-bromo-5-chloro-4-fluoro-2-methoxyphenyl)ethyl]amino}pyrimidine-5-carbonitrile (8.0 mg, 0.020 mmol), 5-(4,4,5,5-tetramethyl-1,3,2-dioxaborolan-2-yl)nicotinonitrile (5.51 mg, 0.0240 mmol), a solution of sodium carbonate (48 μL, 0.050 mmol) in water (48 μL), 1,4-dioxane (0.2 mL, 2 mmol) and tetrakis(triphenylphosphine)palladium(0) (1.4 mg, 0.0012 mmol). The mixture was bubbled with N2 for 5 minutes and heated at 90° C. for 2 h. Purification by prepar...